Dataset: the Open Reaction Database (ORD), a public repository of structured organic reaction records. Task: describe an organic reaction: reactants, conditions, products, and yield Reactants: C=1C=CC2=C(C1)N(C=3C=CC=CC3S2)CC45CCN(CC4)CC5 (mequitazine), C([C@@H]1[C@@H]2[C@@H]([C@H]([C@H](O1)O[C@@H]3[C@H](O[C@@H]([C@@H]([C@H]3O)O)O[C@@H]4[C@H](O[C@@H]([C@@H]([C@H]4O)O)O[C@@H]5[C@H](O[C@@H]([C@@H]([C@H]5O)O)O[C@@H]6[C@H](O[C@@H]([C@@H]([C@H]6O)O)O[C@@H]7[C@H](O[C@@H]([C@@H]([C@H]7O)O)O[C@@H]8[C@H](O[C@H](O2)[C@@H]([C@H]8O)O)CO)CO)CO)CO)CO)CO)O)O)O (β-cyclodextrin), C(=O)=O (Carbon dioxide). Run in O (water). Run at time 8 hour. Product: C=1C=CC2=C(C1)N(C=3C=CC=CC3S2)CC45CCN(CC4)CC5.C([C@@H]1[C@@H]2[C@@H]([C@H]([C@H](O1)O[C@@H]3[C@H](O[C@@H]([C@@H]([C@H]3O)O)O[C@@H]4[C@H](O[C@@H]([C@@H]([C@H]4O)O)O[C@@H]5[C@H](O[C@@H]([C@@H]([C@H]5O)O)O[C@@H]6[C@H](O[C@@H]([C@@H]([C@H]6O)O)O[C@@H]7[C@H](O[C@@H]([C@@H]([C@H]7O)O)O[C@@H]8[C@H](O[C@H](O2)[C@@H]([C@H]8O)O)CO)CO)CO)CO)CO)CO)O)O)O (Mequitazine β-cyclodextrin). Reaction SMILES: [CH:1]1[CH:2]=[CH:3][C:4]2[S:14][C:13]3[CH:12]=[CH:11][CH:10]=[CH:9][C:8]=3[N:7]([CH2:15][C:16]34[CH2:23][CH2:22][N:19]([CH2:20][CH2:21]3)[CH2:18][CH2:17]4)[C:5]=2[CH:6]=1.[CH2:24]([OH:100])[C@H:25]1[O:30][C@@H:29]2[O:31][C@H:32]3[C@H:37]([OH:38])[C@@H:36]([OH:39])[C@@H:35]([O:40][C@H:41]4[C@H:46]([OH:47])[C@@H:45]([OH:48])[C@@H:44]([O:49][C@H:50]5[C@H:55]([OH:56])[C@@H:54]([OH:57])[C@@H:53]([O:58][C@H:59]6[C@H:64]([OH:65])[C@@H:63]([OH:66])[C@@H:62]([O:67][C@H:68]7[C@H:73]([OH:74])[C@@H:72]([OH:75])[C@@H:71]([O:76][C@H:77]8[C@H:83]([OH:84])[C@@H:82]([OH:85])[C@@H:80]([O:81][C@H:26]1[C@H:27]([OH:99])[C@H:28]2[OH:98])[O:79][C@@H:78]8[CH2:86][OH:87])[O:70][C@@H:69]7[CH2:88][OH:89])[O:61][C@@H:60]6[CH2:90][OH:91])[O:52][C@@H:51]5[CH2:92][OH:93])[O:43][C@@H:42]4[CH2:94][OH:95])[O:34][C@@H:33]3[CH2:96][OH:97].C(=O)=O>O>[CH:10]1[CH:11]=[CH:12][C:13]2[S:14][C:4]3[CH:3]=[CH:2][CH:1]=[CH:6][C:5]=3[N:7]([CH2:15][C:16]34[CH2:17][CH2:18][N:19]([CH2:20][CH2:21]3)[CH2:22][CH2:23]4)[C:8]=2[CH:9]=1.[CH2:90]([OH:91])[C@H:60]1[O:61][C@@H:62]2[O:67][C@H:68]3[C@H:73]([OH:74])[C@@H:72]([OH:75])[C@@H:71]([O:76][C@H:77]4[C@H:83]([OH:84])[C@@H:82]([OH:85])[C@@H:80]([O:81][C@H:26]5[C@H:27]([OH:99])[C@@H:28]([OH:98])[C@@H:29]([O:31][C@H:32]6[C@H:37]([OH:38])[C@@H:36]([OH:39])[C@@H:35]([O:40][C@H:41]7[C@H:46]([OH:47])[C@@H:45]([OH:48])[C@@H:44]([O:49][C@H:50]8[C@H:55]([OH:56])[C@@H:54]([OH:57])[C@@H:53]([O:58][C@H:59]1[C@H:64]([OH:65])[C@H:63]2[OH:66])[O:52][C@@H:51]8[CH2:92][OH:93])[O:43][C@@H:42]7[CH2:94][OH:95])[O:34][C@@H:33]6[CH2:96][OH:97])[O:30][C@@H:25]5[CH2:24][OH:100])[O:79][C@@H:78]4[CH2:86][OH:87])[O:70][C@@H:69]3[CH2:88][OH:89] |f:4.5|. Procedure details: 2.5 grams of mequitazine in racemic or L- or D-form, 20.11 grams of β-cyclodextrin, and 5.11 grams of water are mixed and introduced into a 500 ml reactor. Carbon dioxide is then introduced into the reactor under a pressure of 15 MPa and at a temperature of 75° C. The unit is maintained under these operating conditions for 2 hours. The powder thus collected after releasing the medium is placed in a drying oven at 60° C. overnight. Starting materials: BrC=1SC(=C(N1)C(NC=1C=NN(C1[C@H]1OC[C@@H]([C@@H](CC1)NC(=O)OC(C)(C)C)OC)C)=O)NC(OC(C)(C)C)=O (tert-butyl N-[2-bromo-4-[[5-[(2S,5R,6R)-5-(tert-butoxycarbonylamino)-6-methoxy-oxepan-2-yl]-1-methyl-pyrazol-4-yl]carbamoyl]thiazol-5-yl]carbamate), BrC=1SC(=C(N1)C(NC=1C=NN(C1[C@H]1OC[C@@H]([C@@H](CC1)NC(=O)OC(C)(C)C)OC)C)=O)NC(OC(C)(C)C)=O (tert-butyl N-[2-bromo-4-[[5-[(2S,5R,6R)-5-(tert-butoxycarbonylamino)-6-methoxy-oxepan-2-yl]-1-methyl-pyrazol-4-yl]carbamoyl]thiazol-5-yl]carbamate), ClC1=C(C(=CC=C1)F)B(O)O ((2-chloro-6-fluorophenyl)boronic acid). Product: NC1=C(N=C(S1)C1=C(C=CC=C1F)Cl)C(=O)NC=1C=NN(C1[C@H]1OC[C@@H]([C@@H](CC1)N)OC)C (5-amino-N-(5-((2S,5R,6R)-5-amino-6-methoxyoxepan-2-yl)-1-methyl-1H-pyrazol-4-yl)-2-(2-chloro-6-fluorophenyl)thiazole-4-carboxamide). As a reaction SMILES: Br[C:2]1[S:3][C:4]([NH:33]C(=O)OC(C)(C)C)=[C:5]([C:7](=[O:32])[NH:8][C:9]2[CH:10]=[N:11][N:12]([CH3:31])[C:13]=2[C@@H:14]2[CH2:20][CH2:19][C@@H:18]([NH:21]C(OC(C)(C)C)=O)[C@@H:17]([O:29][CH3:30])[CH2:16][O:15]2)[N:6]=1.[Cl:41][C:42]1[CH:47]=[CH:46][CH:45]=[C:44]([F:48])[C:43]=1B(O)O>>[NH2:33][C:4]1[S:3][C:2]([C:43]2[C:44]([F:48])=[CH:45][CH:46]=[CH:47][C:42]=2[Cl:41])=[N:6][C:5]=1[C:7]([NH:8][C:9]1[CH:10]=[N:11][N:12]([CH3:31])[C:13]=1[C@@H:14]1[CH2:20][CH2:19][C@@H:18]([NH2:21])[C@@H:17]([O:29][CH3:30])[CH2:16][O:15]1)=[O:32]. Procedure details: Following the procedure for Example 101 starting from tert-butyl N-[2-bromo-4-[[5-[(2S,5R,6R)-5-(tert-butoxycarbonylamino)-6-methoxy-oxepan-2-yl]-1-methyl-pyrazol-4-yl]carbamoyl]thiazol-5-yl]carbamate (Intermediate 98), and replacing 3,6-dihydro-2H-pyran-4-boronic acid pinacol ester with (2-chloro-6-fluorophenyl)boronic acid gave 280. 1H NMR (400 MHz, DMSO-d6) δ 9.51 (s, 1H), 7.89 (s, 1H), 7.61-7.46 (m, 4H), 7.40 (ddd, J=9.6, 8.2, 1.4 Hz, 1H), 5.06 (t, J=5.2 Hz, 1H), 3.68 (d, J=2.8 Hz, 5H), 3.33...